Dataset: the Open Reaction Database (ORD), a public repository of structured organic reaction records. Task: describe an organic reaction: reactants, conditions, products, and yield Reactants: Cl.FC1=CC=C(C=C1)N(C(=O)C1=CC2=C(N(C(=N2)CNC2=CC=C(C=C2)C(N)=N)C)C=C1)CCC(=O)OCC (1-methyl-2-[N-(4-amidinophenyl)-aminomethyl]-benzimidazol-5-yl-carboxylic acid-N-(4-fluorophenyl)-N-(2-ethoxycarbonylethyl)-amide-hydrochloride), [OH-].[Na+] (sodium hydroxide), C26H25FN6O3. Run in ClCCl.C(C)O (dichloromethane ethanol). Yields the product FC1=CC=C(C=C1)N(C(=O)C1=CC2=C(N(C(=N2)CNC2=CC=C(C=C2)C(N)=N)C)C=C1)CCC(=O)O (1-Methyl-2-[N-(4-amidinophenyl)-aminomethyl]-benzimidazol-5-yl-carboxylic acid-N-(4-fluorophenyl)-N-(2-hydroxycarbonylethyl)-amide). Yield: 89.0%. Reaction SMILES: Cl.[F:2][C:3]1[CH:8]=[CH:7][C:6]([N:9]([CH2:33][CH2:34][C:35]([O:37]CC)=[O:36])[C:10]([C:12]2[CH:32]=[CH:31][C:15]3[N:16]([CH3:30])[C:17]([CH2:19][NH:20][C:21]4[CH:26]=[CH:25][C:24]([C:27](=[NH:29])[NH2:28])=[CH:23][CH:22]=4)=[N:18][C:14]=3[CH:13]=2)=[O:11])=[CH:5][CH:4]=1.[OH-].[Na+]>ClCCl.C(O)C>[F:2][C:3]1[CH:4]=[CH:5][C:6]([N:9]([CH2:33][CH2:34][C:35]([OH:37])=[O:36])[C:10]([C:12]2[CH:32]=[CH:31][C:15]3[N:16]([CH3:30])[C:17]([CH2:19][NH:20][C:21]4[CH:26]=[CH:25][C:24]([C:27](=[NH:28])[NH2:29])=[CH:23][CH:22]=4)=[N:18][C:14]=3[CH:13]=2)=[O:11])=[CH:7][CH:8]=1 |f:0.1,2.3,4.5|. Reported procedure: Prepared analogously to Example 26 from 1-methyl-2-[N-(4-amidinophenyl)-aminomethyl]-benzimidazol-5-yl-carboxylic acid-N-(4-fluorophenyl)-N-(2-ethoxycarbonylethyl)-amide-hydrochloride and sodium hydroxide solution. Yield: 89% of theory, C26H25FN6O3 (488.5) Rf value: 0.15 (silica gel; dichloromethane/ethanol=4:1) ##EQU128## Reactants: ClCCCl, O=S(=O)([O-])c1cccc(Cl)[n+]1F, O, CCOC(=O)Nc1ccccc1. Product: O=S(=O)(O)c1cccc(Cl)n1. Reaction SMILES: [Cl:13][CH2:14][CH2:15][Cl:16].[F:17][n+:18]1[c:19]([Cl:28])[cH:20][cH:21][cH:22][c:23]1[S:24](=[O:25])(=[O:26])[O-:27].[OH2:29].[c:1]1([NH:2][C:3]([O:4][CH2:5][CH3:6])=[O:7])[cH:8][cH:9][cH:10][cH:11][cH:12]1>>[n:18]1[c:19]([Cl:28])[cH:20][cH:21][cH:22][c:23]1[S:24](=[O:25])(=[O:26])[OH:27]. Starting materials: CC(C)CCCC(C)Br, COC(=O)c1ccc(O)cc1. The product is COC(=O)c1ccccc1. RXN SMILES: [Br:12][CH:13]([CH2:14][CH2:15][CH2:16][CH:17]([CH3:18])[CH3:19])[CH3:20].[CH3:1][O:2][C:3]([c:4]1[cH:5][cH:6][c:7]([OH:10])[cH:8][cH:9]1)=[O:11]>>[CH3:1][O:2][C:3]([c:4]1[cH:5][cH:6][cH:7][cH:8][cH:9]1)=[O:11]. The reactants are N[C@H]1CN2CCC1CC2 ((R)-3-aminoquinuclidine), Cl.N1N=C(C=C1)C(=N)N (pyrazole carbox-amidine hydrochloride), CCN(C(C)C)C(C)C (Hunig's base). The solvent is CN(C)C=O (DMF). Run at temperature 70 celsius, time 2 hour. Yields the product Cl.N12C[C@@H](C(CC1)CC2)NC(=N)N ((R)—N-1-azabicyclo[2.2.2]oct-3-ylguanidine Hydrochloride). Reaction SMILES: [NH2:1][C@@H:2]1[CH:7]2[CH2:8][CH2:9][N:4]([CH2:5][CH2:6]2)[CH2:3]1.[ClH:10].N1C=CC([C:16]([NH2:18])=[NH:17])=N1.CCN(C(C)C)C(C)C>CN(C=O)C>[ClH:10].[N:4]12[CH2:9][CH2:8][CH:7]([CH2:6][CH2:5]1)[C@@H:2]([NH:1][C:16]([NH2:18])=[NH:17])[CH2:3]2 |f:1.2,5.6|. Procedure details: To a mixture of (R)-3-aminoquinuclidine (5.85 g, 46.4 mmol) and pyrazole carbox-amidine hydrochloride (6.80 g, 46.4 mmol) is added Hunig's base (8.07 ml, 46.4 mmol) and DMF (30 ml). The reaction is heated at 70° C. for 40 hours. The reaction is then cooled to room temperature and quenched by adding 400 ml of diethyl ether and stirring at room temperature for 2 hours. Product separates out as a white solid, which is filtered, washed and dried (8.94 g, 94%). Starting materials: CNC1=CC=C(C=C1)F, C1=C(C=NC=C1Br)Br. The reagents and catalysts are C(=O)([O-])[O-].[Cs+].[Cs+], C1CCC(CC1)P(C2CCCCC2)C3=CC=CC=C3C4=CC=CC=C4, C1=CC=C(C=C1)/C=C/C(=O)/C=C/C2=CC=CC=C2.C1=CC=C(C=C1)/C=C/C(=O)/C=C/C2=CC=CC=C2.C1=CC=C(C=C1)/C=C/C(=O)/C=C/C2=CC=CC=C2.[Pd].[Pd]. Run in CC1=CC=CC=C1. Conditions: temperature 110 celsius. Yields the product CN(C1=CC=C(C=C1)F)C2=CC(=CN=C2)Br. Isolated yield 0.0%. Procedure: In a 50 mL round-bottomed flask (t=g) was 4-fluoro-N-methylaniline (.05 g, 0.40 mmol), 3,5-dibromopyridine (0.114 g, 0.48 mmol), and Pd2(dba)3 (0.018 g, 0.02 mmol) in toluene (16 mL) ([VOLUME]) to give a purple suspension. biphenyl-2-yldicyclohexylphosphine (0.021 g, 0.06 mmol) and CS2CO3 (0.195 g, 0.60 mmol) were added.  After LC/MS indicated no reaction had taken place at room temp, the temperature was gradually rasied to up to 110 degrees. LC/MS indicated that the reaction was not progressing... Starting materials: Intermediate D, NC1=NC=C(N=C1)Br (2-amino-5-bromopyrazine), BrC1=CC(=C(C=C1)B(O)O)F (4-bromo-2-fluorobenzeneboronic acid). Run in COCCOC (DME). Run at temperature 100 celsius. Yields the product BrC1=CC(=C(C=C1)C1=CC(=C(C=C1)C=1N=CC(=NC1)N)F)F (5-(4′-Bromo-2′,3-difluorobiphenyl-4-yl)pyrazin-2-amine). Reaction SMILES: [NH2:1][C:2]1[CH:7]=[N:6][C:5](Br)=[CH:4][N:3]=1.[Br:9][C:10]1[CH:15]=[CH:14][C:13](B(O)O)=[C:12]([F:19])[CH:11]=1>COCCOC>[Br:9][C:10]1[CH:15]=[CH:14][C:13]([C:10]2[CH:15]=[CH:14][C:13]([C:5]3[N:6]=[CH:7][C:2]([NH2:1])=[N:3][CH:4]=3)=[C:12]([F:19])[CH:11]=2)=[C:12]([F:19])[CH:11]=1. Reported procedure: The title compound was prepared in a manner similar to that described for Intermediate D with DME as a solvent, heating at 100° Celsius for 16 hours and using 2-amino-5-bromopyrazine and 4-bromo-2-fluorobenzeneboronic acid. MS (ESI): mass calcd. for C16H10BrF2N3, 361.00; m/z found, 362.0, 364.0 [M+H]+. 1H NMR (400 MHz, CDCl3) δ 8.47 (s, 1H), 8.30 (d, J=1.4, 1H), 8.12-8.02 (m, 1H), 7.49-7.32 (m, 5H), 6.37-5.94 (m, 1H), 6.15 (s, 2H).